Dataset: the Open Reaction Database (ORD), a public repository of structured organic reaction records. Task: describe an organic reaction: reactants, conditions, products, and yield Reactants: BrCCCl (2-bromochloroethane), BrCCBr (1,2-dibromoethane), CC1=NNC=C1 (3-methylpyrazole), 1-ethoxycarbonyl-2H-indazolin-3-one. Run in C1(=CC=CC=C1)C (toluene). Product: CC1=NN(C=C1)CCCl (2-(3-methyl-1H-pyrazol-1-yl)ethyl chloride), CC1=NNC=C1 (3-methylpyrazole). As a reaction SMILES: [CH3:1][C:2]1[CH:6]=[CH:5][NH:4][N:3]=1.Br[CH2:8][CH2:9][Cl:10].BrCCBr>C1(C)C=CC=CC=1>[CH3:1][C:2]1[CH:6]=[CH:5][N:4]([CH2:8][CH2:9][Cl:10])[N:3]=1.[CH3:1][C:2]1[CH:6]=[CH:5][NH:4][N:3]=1. Reported procedure: When an equivalent amount of 3-methylpyrazole is substituted for 1-ethoxycarbonyl-2H-indazolin-3-one and 2-bromochloroethane is substituted for 1,2-dibromoethane in the procedure of Example 19 using toluene as solvent, 2-(3-methyl-1H-pyrazol-1-yl)ethyl chloride is isolated after column chromatography (3-methylpyrazole, Aldrich, 36%, C). Starting materials: ClC1=C(C=CC=C1)S(=O)(=O)[C@@H]1C[C@H](NC1)C(=O)NC1(CC1)C#N ((2S,4R)-4-(2-chlorophenylsulfonyl)-N-(1-cyanocyclopropyl)pyrrolidine-2-carboxamide), O1CCC(CC1)N1C(CC1)C(=O)[O-].[Li+] (lithium 1-(tetrahydro-2H-pyran-4-yl)azetidine-2-carboxylate). Product: C(=O)O.ClC1=C(C=CC=C1)S(=O)(=O)[C@@H]1C[C@H](N(C1)C(=O)C1N(CC1)C1CCOCC1)C(=O)NC1(CC1)C#N ((2S,4R)-4-(2-chlorophenylsulfonyl)-N-(1-cyanocyclopropyl)-1-(1-(tetrahydro-2H-pyran-4-yl)azetidine-2-carbonyl)pyrrolidine-2-carboxamide formate), solid. Yield: 87.0%. RXN SMILES: [Cl:1][C:2]1[CH:7]=[CH:6][CH:5]=[CH:4][C:3]=1[S:8]([C@H:11]1[CH2:15][NH:14][C@H:13]([C:16]([NH:18][C:19]2([C:22]#[N:23])[CH2:21][CH2:20]2)=[O:17])[CH2:12]1)(=[O:10])=[O:9].[O:24]1[CH2:29][CH2:28][CH:27]([N:30]2[CH2:33][CH2:32][CH:31]2[C:34]([O-:36])=[O:35])[CH2:26][CH2:25]1.[Li+]>>[CH:34]([OH:36])=[O:35].[Cl:1][C:2]1[CH:7]=[CH:6][CH:5]=[CH:4][C:3]=1[S:8]([C@H:11]1[CH2:15][N:14]([C:34]([CH:31]2[CH2:32][CH2:33][N:30]2[CH:27]2[CH2:28][CH2:29][O:24][CH2:25][CH2:26]2)=[O:35])[C@H:13]([C:16]([NH:18][C:19]2([C:22]#[N:23])[CH2:21][CH2:20]2)=[O:17])[CH2:12]1)(=[O:10])=[O:9] |f:1.2,3.4|. Procedure details: The reaction of (2S,4R)-4-(2-chlorophenylsulfonyl)-N-(1-cyanocyclopropyl)pyrrolidine-2-carboxamide 7H and lithium 1-(tetrahydro-2H-pyran-4-yl)azetidine-2-carboxylate 20E carried out according to the general procedure L yielded (2S,4R)-4-(2-chlorophenylsulfonyl)-N-(1-cyanocyclopropyl)-1-(1-(tetrahydro-2H-pyran-4-yl)azetidine-2-carbonyl)pyrrolidine-2-carboxamide formate 1:1 epimers as a white solid (87%). MS ISP (m/e): 521.3 (100) [(M+H)]]+. The reactants are C[Si](C)(C)[N-][Si](C)(C)C.[Li+] (Lithium bis(trimethylsilyl)amide), COC(C1=CC(=CC=C1)SC1=C(NC2=CC(=CC=C12)Cl)C)=O (3-(6-Chloro-2-methyl-1H-indol-3-ylsulfanyl)-benzoic acid methyl ester), ClCC=1C=NC(=CC1)C(F)(F)F (3-(Chloromethyl)-6-(trifluoromethyl)pyridine). Run in CN(C)C=O.C1CCOC1 (DMF THF). Reaction conditions: temperature 0 celsius. Product: COC(C1=CC(=CC=C1)SC1=C(N(C2=CC(=CC=C12)Cl)CC=1C=NC(=CC1)C(F)(F)F)C)=O (3-[6-Chloro-2-methyl-1-(6-trifluoromethyl-pyridin-3-ylmethyl)-1H-indol-3-ylsulfanyl]-benzoic acid methyl ester). RXN SMILES: [CH3:1][O:2][C:3](=[O:22])[C:4]1[CH:9]=[CH:8][CH:7]=[C:6]([S:10][C:11]2[C:19]3[C:14](=[CH:15][C:16]([Cl:20])=[CH:17][CH:18]=3)[NH:13][C:12]=2[CH3:21])[CH:5]=1.C[Si]([N-][Si](C)(C)C)(C)C.[Li+].Cl[CH2:34][C:35]1[CH:36]=[N:37][C:38]([C:41]([F:44])([F:43])[F:42])=[CH:39][CH:40]=1>CN(C=O)C.C1COCC1>[CH3:1][O:2][C:3](=[O:22])[C:4]1[CH:9]=[CH:8][CH:7]=[C:6]([S:10][C:11]2[C:19]3[C:14](=[CH:15][C:16]([Cl:20])=[CH:17][CH:18]=3)[N:13]([CH2:34][C:35]3[CH:36]=[N:37][C:38]([C:41]([F:44])([F:42])[F:43])=[CH:39][CH:40]=3)[C:12]=2[CH3:21])[CH:5]=1 |f:1.2,4.5|. Procedure details: 3-(6-Chloro-2-methyl-1H-indol-3-ylsulfanyl)-benzoic acid methyl ester (0.050 g, 0.15 mmol) was dissolved in DMF:THF (1:1, 4 mL) and cooled to 0° C. Lithium bis(trimethylsilyl)amide solution (0.375 mL, 0.375 mmol, 1.0M in hexanes) was added. 3-(Chloromethyl)-6-(trifluoromethyl)pyridine (0.044 g, 0.225 mmol) was added and the reaction was allowed to warm to room temperature. After 20 minutes the reaction was heated to 50° C. for 1 hour and then submitted to aqueous workup to provide the title comp... Reactants: CC(C)c1nc(-c2cccc(NS(=O)(=O)c3c(F)cccc3F)c2)c(-c2ccnc(Cl)n2)s1, Cl, CS(=O)(=O)CCN. Product: CC(C)c1nc(-c2cccc(NS(=O)(=O)c3c(F)cccc3F)c2)c(-c2ccnc(NCCS(C)(=O)=O)n2)s1. Reaction SMILES: [Cl:1][c:2]1[n:3][cH:4][cH:5][c:6](-[c:8]2[c:9](-[c:16]3[cH:17][c:18]([NH:22][S:23](=[O:24])(=[O:25])[c:26]4[c:27]([F:33])[cH:28][cH:29][cH:30][c:31]4[F:32])[cH:19][cH:20][cH:21]3)[n:10][c:11]([CH:13]([CH3:14])[CH3:15])[s:12]2)[n:7]1.[ClH:41].[NH2:34][CH2:35][CH2:36][S:37](=[O:38])(=[O:39])[CH3:40]>>[c:2]1([NH:34][CH2:35][CH2:36][S:37](=[O:38])(=[O:39])[CH3:40])[n:3][cH:4][cH:5][c:6](-[c:8]2[c:9](-[c:16]3[cH:17][c:18]([NH:22][S:23](=[O:24])(=[O:25])[c:26]4[c:27]([F:33])[cH:28][cH:29][cH:30][c:31]4[F:32])[cH:19][cH:20][cH:21]3)[n:10][c:11]([CH:13]([CH3:14])[CH3:15])[s:12]2)[n:7]1. The reactants are C(=O)O (formic acid), C(C)(C)(C)C1=CC=C(C(=O)N)C=C1 (4-tert-butylbenzamide), P(Cl)(Cl)(Cl)(Cl)Cl (phosphorus pentachloride), Cl (HCl). The solvent is C(Cl)(Cl)(Cl)Cl (carbon tetrachloride). Yields the product ClP(=O)(NC(C1=CC=C(C=C1)C(C)(C)C)=O)Cl (N-[Dichlorophosphinyl]-4-[1,1-dimethylethyl]benzamide). RXN SMILES: [C:1]([C:5]1[CH:13]=[CH:12][C:8]([C:9]([NH2:11])=[O:10])=[CH:7][CH:6]=1)([CH3:4])([CH3:3])[CH3:2].[P:14]([Cl:19])(Cl)(Cl)(Cl)[Cl:15].Cl.C(O)=[O:22]>C(Cl)(Cl)(Cl)Cl>[Cl:15][P:14]([Cl:19])([NH:11][C:9](=[O:10])[C:8]1[CH:7]=[CH:6][C:5]([C:1]([CH3:4])([CH3:2])[CH3:3])=[CH:13][CH:12]=1)=[O:22]. Procedure details: A mixture of 75 g (0.42 mole) of 4-tert-butylbenzamide, 88.1 g (0.42 mole) of phosphorus pentachloride and 750 ml of AR carbon tetrachloride was heated at 70° until the evolution of HCl had nearly ceased. The reaction was cooled to 30° and 19.5 g (0.42 mole) of 97% formic acid, added dropwise. After the 20 min. addition, it was chilled to 0°, filtered, washed with AR carbon tetrachloride and air-dired to give 82 g, m.p. 110°-111°. Starting materials: FC1=C(C=CC=C1)[N+](=O)[O-] (2-fluoronitrobenzene), O.NN (hydrazine hydrate), O.NN (hydrazine hydrate). Solvent: O1CCCC1 (tetrahydrofuran). Run at time 20 minute. Reagents/catalysts: [Rh] (rhodium), [Rh] (rhodium). Procedure: 0.5 g of a commercial rhodium catalyst (5% on charcoal) was added to a stirred mixture of 25 g of 2-fluoronitrobenzene and 250 ml of tetrahydrofuran at room temperature. Then 16.5 g of hydrazine hydrate was added, drop-by-drop, to the stirred mixture, maintained at 15°-20° C. After 20 minutes, another 0.5 g of the rhodium catalyst was added, then another 2 g of hydrazine hydrate was added. The mixture was stirred at 15°-20° C. for 2 hours, then filtered through Celite. The filtrate was extracted... RXN SMILES: [F:1][C:2]1[CH:7]=[CH:6][CH:5]=[CH:4][C:3]=1[N+:8]([O-])=[O:9].O.NN>[Rh].O1CCCC1>[F:1][C:2]1[CH:7]=[CH:6][CH:5]=[CH:4][C:3]=1[NH:8][OH:9] |f:1.2|. Product: FC1=C(C=CC=C1)NO (N-(2-fluorophenyl)hydroxylamine). Product: ClC1=CC2=C(C=N1)OC1=CC=C(C=C1C21N=C(OC2=C1N=CC=C2)N)C=2C(=NC=CC2)F (3-chloro-7-(2-fluoropyridin-3-yl)spiro[chromeno[2,3-c]pyridine-5,4′-pyrido[2,3-e][1,3]oxazin]-2′-amine). RXN SMILES: Br[C:2]1[CH:3]=[C:4]2[C:15]3([C:20]4[N:21]=[CH:22][CH:23]=[CH:24][C:19]=4[O:18][C:17]([NH2:25])=[N:16]3)[C:14]3[CH:13]=[C:12]([Cl:26])[N:11]=[CH:10][C:9]=3[O:8][C:5]2=[CH:6][CH:7]=1.[F:27][C:28]1[C:33](B(O)O)=[CH:32][CH:31]=[CH:30][N:29]=1>>[Cl:26][C:12]1[N:11]=[CH:10][C:9]2[O:8][C:5]3[C:4]([C:15]4([C:20]5[N:21]=[CH:22][CH:23]=[CH:24][C:19]=5[O:18][C:17]([NH2:25])=[N:16]4)[C:14]=2[CH:13]=1)=[CH:3][C:2]([C:33]1[C:28]([F:27])=[N:29][CH:30]=[CH:31][CH:32]=1)=[CH:7][CH:6]=3. The reactants are BrC=1C=C2C(=CC1)OC=1C=NC(=CC1C21N=C(OC2=C1N=CC=C2)N)Cl (7-bromo-3-chlorospiro[chromeno[2,3-c]pyridine-5,4′-pyrido[2,3-e][1,3]oxazin]-2′-amine), FC1=NC=CC=C1B(O)O (2-fluoropyridine-3-boronic acid). Procedure: The titled compound was prepared by using 7-bromo-3-chlorospiro[chromeno[2,3-c]pyridine-5,4′-pyrido[2,3-e][1,3]oxazin]-2′-amine and 2-fluoropyridine-3-boronic acid and following the procedures as described in Example 18, Step 4. MS m/z=446.0 [M+H]+. Reactants: O=C([O-])O, CC(=O)O, CC(C)C(NC(=O)OCC(Cl)(Cl)Cl)N1CC(NC(=O)Cc2ccccc2)C1=O, [Na+], [Zn]. As a reaction SMILES: [C:29](=[O:30])([OH:31])[O-:32].[CH3:34][C:35](=[O:36])[OH:37].[Cl:1][C:2]([Cl:3])([Cl:4])[CH2:5][O:6][C:7]([NH:8][CH:9]([CH:10]([CH3:11])[CH3:27])[N:12]1[C:13](=[O:26])[CH:14]([NH:16][C:17]([CH2:18][c:19]2[cH:20][cH:21][cH:22][cH:23][cH:24]2)=[O:25])[CH2:15]1)=[O:28].[Na+:33].[Zn:38]>>[NH:12]1[C:13](=[O:26])[CH:14]([NH:16][C:17]([CH2:18][c:19]2[cH:20][cH:21][cH:22][cH:23][cH:24]2)=[O:25])[CH2:15]1. Product: O=C(Cc1ccccc1)NC1CNC1=O.